The task is: describe an organic reaction: reactants, conditions, products, and yield. This data is from the Open Reaction Database (ORD), a public repository of structured organic reaction records. The reactants are CCI, C1CCOC1, CCc1c(OC)cc(C=Cc2ccccc2)cc1OC, COc1cc(C=Cc2ccccc2)cc(OC)c1Br, O. The product is CCc1c(OC)cc(C=Cc2ccccc2)cc1OC, COc1cc(C=Cc2ccccc2)cc(OC)c1. Reaction SMILES: [CH2:40]([I:41])[CH3:42].[CH2:44]1[O:45][CH2:46][CH2:47][CH2:48]1.[CH3:1][O:2][c:3]1[cH:4][c:5]([CH:13]=[CH:14][c:15]2[cH:16][cH:17][cH:18][cH:19][cH:20]2)[cH:6][c:7]([O:11][CH3:12])[c:8]1[CH2:9][CH3:10].[CH3:21][O:22][c:23]1[cH:24][c:25]([CH:32]=[CH:33][c:34]2[cH:35][cH:36][cH:37][cH:38][cH:39]2)[cH:26][c:27]([O:30][CH3:31])[c:28]1[Br:29].[OH2:43]>>[CH3:1][O:2][c:3]1[cH:4][c:5]([CH:13]=[CH:14][c:15]2[cH:16][cH:17][cH:18][cH:19][cH:20]2)[cH:6][c:7]([O:11][CH3:12])[c:8]1[CH2:9][CH3:10].[CH3:21][O:22][c:23]1[cH:24][c:25]([CH:32]=[CH:33][c:34]2[cH:35][cH:36][cH:37][cH:38][cH:39]2)[cH:26][c:27]([O:30][CH3:31])[cH:28]1. Reactants: FC=1C=C(C=CC1)C1=NOC(=C1C=1N=CNC1)C (3-(3-fluoro-phenyl)-4-(1H-imidazol-4-yl)-5-methyl-isoxazole), C(C)OC(=O)C=1C=C(C=CC1)B(O)O (3-ethoxycarbonylphenylboronic acid), C(C)(=O)OCC (ethyl acetate). The solvent is CCCCCC (hexane). The product is C(C)OC(C1=CC(=CC=C1)N1C=NC=C1C=1C(=NOC1C)C1=CC(=CC=C1)F)=O (3-{5-[3-(3-Fluoro-phenyl)-5-methyl-isoxazol-4-yl]-imidazol-1-yl}-benzoic acid ethyl ester). The yield is 32.0%. RXN SMILES: [F:1][C:2]1[CH:3]=[C:4]([C:8]2[C:12]([C:13]3[N:14]=[CH:15][NH:16][CH:17]=3)=[C:11]([CH3:18])[O:10][N:9]=2)[CH:5]=[CH:6][CH:7]=1.[CH2:19]([O:21][C:22]([C:24]1[CH:25]=[C:26](B(O)O)[CH:27]=[CH:28][CH:29]=1)=[O:23])[CH3:20].C(OCC)(=O)C>CCCCCC>[CH2:19]([O:21][C:22](=[O:23])[C:24]1[CH:25]=[CH:26][CH:27]=[C:28]([N:14]2[C:13]([C:12]3[C:8]([C:4]4[CH:5]=[CH:6][CH:7]=[C:2]([F:1])[CH:3]=4)=[N:9][O:10][C:11]=3[CH3:18])=[CH:17][N:16]=[CH:15]2)[CH:29]=1)[CH3:20]. Procedure details: As described for Example 3, 3-(3-fluoro-phenyl)-4-(1H-imidazol-4-yl)-5-methyl-isoxazole (2.43 g, 10 mmol) was converted, using of 3-ethoxycarbonylphenylboronic acid instead of 4-fluorophenylboronic acid, through chromatography (SiO2, ethyl acetate: hexane=20:10) to the title compound (1.26 mg, 32%) which was obtained as a light yellow solid. MS: m/e=392.1 [M+H]+.